Dataset: the Open Reaction Database (ORD), a public repository of structured organic reaction records. Task: describe an organic reaction: reactants, conditions, products, and yield Reactants: COC(CC1=C(CCC2=NC(=NC=C2C(F)(F)F)NC=2C=NN(C2)C2CCN(CC2)C(=O)OC(C)(C)C)C=CC=C1)=O (tert-butyl 4-(4-((4-(2-(2-methoxy-2-oxoethyl)phenethyl)-5-(trifluoromethyl)pyrimidin-2-yl)amino)-1H-pyrazol-1-yl)piperidine-1-carboxylate), O[Li].O (LiOH.H2O). Solvent: C1CCOC1 (THF), O (H2O), C(Cl)Cl (DCM), O (water). Reaction conditions: temperature 40 celsius, time 8 hour. Product: C(C)(C)(C)OC(=O)N1CCC(CC1)N1N=CC(=C1)NC1=NC=C(C(=N1)CCC1=C(C=CC=C1)CC(=O)O)C(F)(F)F (2-(2-(2-(2-((1-(1-(tert-Butoxycarbonyl)piperidin-4-yl)-1H-pyrazol-4-yl)amino)-5-(trifluoromethyl)pyrimidin-4-yl)ethyl)phenyl)acetic acid), oil. Yield: 92.0%. Reaction SMILES: C[O:2][C:3](=[O:42])[CH2:4][C:5]1[CH:41]=[CH:40][CH:39]=[CH:38][C:6]=1[CH2:7][CH2:8][C:9]1[C:14]([C:15]([F:18])([F:17])[F:16])=[CH:13][N:12]=[C:11]([NH:19][C:20]2[CH:21]=[N:22][N:23]([CH:25]3[CH2:30][CH2:29][N:28]([C:31]([O:33][C:34]([CH3:37])([CH3:36])[CH3:35])=[O:32])[CH2:27][CH2:26]3)[CH:24]=2)[N:10]=1.O[Li].O>C1COCC1.O.C(Cl)Cl>[C:34]([O:33][C:31]([N:28]1[CH2:27][CH2:26][CH:25]([N:23]2[CH:24]=[C:20]([NH:19][C:11]3[N:10]=[C:9]([CH2:8][CH2:7][C:6]4[CH:38]=[CH:39][CH:40]=[CH:41][C:5]=4[CH2:4][C:3]([OH:42])=[O:2])[C:14]([C:15]([F:16])([F:17])[F:18])=[CH:13][N:12]=3)[CH:21]=[N:22]2)[CH2:30][CH2:29]1)=[O:32])([CH3:37])([CH3:35])[CH3:36] |f:1.2|. Reported procedure: A mixture of tert-butyl 4-(4-((4-(2-(2-methoxy-2-oxoethyl)phenethyl)-5-(trifluoromethyl)pyrimidin-2-yl)amino)-1H-pyrazol-1-yl)piperidine-1-carboxylate (A135) (300 mg, 0.510 mmol) and LiOH.H2O (855 mg, 20.4 mmol) in THF (20 mL) and H2O (1 mL) was stirred at 40° C. overnight. The mixture was diluted with DCM (50 mL) and water (50 mL) and the aqueous layer was extracted with EtOAc (2×50 mL). The combined washings were dried (Na2SO4) and the volatiles were removed in vacuo to yield the title compoun... Starting materials: C1=CCCCC1 (cyclohexene), CC1=CC=C(C=C1)CCO (p-methyl phenyl beta ethanol). Run at temperature 110 celsius, time 3 hour. The product is C1(CCCCC1)OCCC1=CC=C(C=C1)C (p-METHYL PHENYLETHYL CYCLOHEXYL ETHER). RXN SMILES: [CH:1]1[CH2:6][CH2:5][CH2:4][CH2:3][CH:2]=1.[CH3:7][C:8]1[CH:13]=[CH:12][C:11]([CH2:14][CH2:15][OH:16])=[CH:10][CH:9]=1>>[CH:1]1([O:16][CH2:15][CH2:14][C:11]2[CH:12]=[CH:13][C:8]([CH3:7])=[CH:9][CH:10]=2)[CH2:6][CH2:5][CH2:4][CH2:3][CH2:2]1. Reported procedure: 246 grams of cyclohexene is added to a stirred slurry of p-methyl phenyl beta ethanol (408 grams) and 25 grams of Amberlyst® 15 cation exchange resin maintained at 110° C., over a 2 hour period. The reaction mass is then aged at 110° C. for an additional 3 hours whereupon it is cooled and filtered. The resulting solution is then heated at reflux with 80 grams of 30% aqueous sodium hydroxide. The reaction mass is then cooled and the resulting organic layer is washed with 1 liter of water. The org... The reactants are O=C([O-])[O-], CO, O=c1[nH]cc(-c2cccc(Cl)c2)c2ncccc12, CC(C)I, [K+], [K+], CN(C)C=O, O. The product is CC(C)n1cc(-c2cccc(Cl)c2)c2ncccc2c1=O. Reaction SMILES: [C:19](=[O:20])([O-:21])[O-:22].[CH3:35][OH:36].[Cl:1][c:2]1[cH:3][c:4](-[c:8]2[cH:9][nH:10][c:11](=[O:18])[c:12]3[cH:13][cH:14][cH:15][n:16][c:17]23)[cH:5][cH:6][cH:7]1.[I:25][CH:26]([CH3:27])[CH3:28].[K+:23].[K+:24].[O:30]=[CH:31][N:32]([CH3:33])[CH3:34].[OH2:29]>>[Cl:1][c:2]1[cH:3][c:4](-[c:8]2[cH:9][n:10]([CH:26]([CH3:27])[CH3:28])[c:11](=[O:18])[c:12]3[cH:13][cH:14][cH:15][n:16][c:17]23)[cH:5][cH:6][cH:7]1.